This data is from the Open Reaction Database (ORD), a public repository of structured organic reaction records. The task is: describe an organic reaction: reactants, conditions, products, and yield Reactants: CNC(C)C, CO, c1ccc(-c2ccccc2OCC2CO2)cc1. Yields the product CC(C)N(C)CC(O)COc1ccccc1-c1ccccc1. RXN SMILES: [CH3:18][NH:19][CH:20]([CH3:21])[CH3:22].[CH3:23][OH:24].[O:1]1[CH:2]([CH2:3][O:4][c:5]2[c:6](-[c:11]3[cH:12][cH:13][cH:14][cH:15][cH:16]3)[cH:7][cH:8][cH:9][cH:10]2)[CH2:17]1>>[OH:1][CH:2]([CH2:3][O:4][c:5]1[c:6](-[c:11]2[cH:12][cH:13][cH:14][cH:15][cH:16]2)[cH:7][cH:8][cH:9][cH:10]1)[CH2:17][N:19]([CH3:18])[CH:20]([CH3:21])[CH3:22]. Starting materials: NC1=C(C=C(C#N)C=C1)S (4-amino-3-mercaptobenzonitrile), BrCC1=CC=CC=C1 ((bromomethyl)benzene), C(=O)([O-])[O-].[K+].[K+] (K2CO3). The solvent is CN(C)C=O (DMF). Product: NC1=C(C=C(C#N)C=C1)SCC1=CC=CC=C1 (4-Amino-3-(benzylthio)benzonitrile). Yield: 79.0%. As a reaction SMILES: [NH2:1][C:2]1[CH:9]=[CH:8][C:5]([C:6]#[N:7])=[CH:4][C:3]=1[SH:10].Br[CH2:12][C:13]1[CH:18]=[CH:17][CH:16]=[CH:15][CH:14]=1.C([O-])([O-])=O.[K+].[K+]>CN(C=O)C>[NH2:1][C:2]1[CH:9]=[CH:8][C:5]([C:6]#[N:7])=[CH:4][C:3]=1[S:10][CH2:12][C:13]1[CH:18]=[CH:17][CH:16]=[CH:15][CH:14]=1 |f:2.3.4|. Procedure details: Following General Procedure A, the title compound (615 mg, 79%) was prepared from 4-amino-3-mercaptobenzonitrile (486 mg, 3.24 mmol), (bromomethyl)benzene (0.38 ml, 3.24 mmol) and K2CO3 (2.2 g, 16.20 mmol) in DMF (10 ml). Starting materials: C(C)(=O)NC(C(=O)NC(C(=O)N1C(CN(C(C1)=O)CCC1=CC2=CC=CC=C2C=C1)CCCNC(=NC(=O)OC(C)(C)C)NC(=O)OC(C)(C)C)CC1=CC=C(C=C1)F)CC1=CC=C(C=C1)O (2-acetylamino-N-[2-[2-[3-(N′,N″-di-Boc-guanidino)propyl]-4-(2-naphthalen-2-ylethyl)-5-oxo-piperazin-1-yl]-1-(4-fluorobenzyl)-2-oxo-ethyl]-3-(4-hydroxyphenyl)-propionamide), FC(C(=O)O)(F)F (trifluoroacetic acid). Solvent: ClCCl (dichloromethane). Product: C(C)(=O)NC(C(=O)NC(C(=O)N1C(CN(C(C1)=O)CCC1=CC2=CC=CC=C2C=C1)CCCNC(=N)N)CC1=CC=C(C=C1)F)CC1=CC=C(C=C1)O (2-acetylamino-N-[2-[2-(3-guanidinopropyl)-4-(2-naphthalen-2-ylethyl)-5-oxo-piperazin-1-yl]-1-(4-fluorobenzyl)-2-oxo-ethyl]-3-(4-hydroxyphenyl)propionamide). The yield is 86.0%. RXN SMILES: [C:1]([NH:4][CH:5]([CH2:60][C:61]1[CH:66]=[CH:65][C:64]([OH:67])=[CH:63][CH:62]=1)[C:6]([NH:8][CH:9]([CH2:52][C:53]1[CH:58]=[CH:57][C:56]([F:59])=[CH:55][CH:54]=1)[C:10]([N:12]1[CH2:17][C:16](=[O:18])[N:15]([CH2:19][CH2:20][C:21]2[CH:30]=[CH:29][C:28]3[C:23](=[CH:24][CH:25]=[CH:26][CH:27]=3)[CH:22]=2)[CH2:14][CH:13]1[CH2:31][CH2:32][CH2:33][NH:34][C:35]([NH:44]C(OC(C)(C)C)=O)=[N:36]C(OC(C)(C)C)=O)=[O:11])=[O:7])(=[O:3])[CH3:2].FC(F)(F)C(O)=O>ClCCl>[C:1]([NH:4][CH:5]([CH2:60][C:61]1[CH:62]=[CH:63][C:64]([OH:67])=[CH:65][CH:66]=1)[C:6]([NH:8][CH:9]([CH2:52][C:53]1[CH:58]=[CH:57][C:56]([F:59])=[CH:55][CH:54]=1)[C:10]([N:12]1[CH2:17][C:16](=[O:18])[N:15]([CH2:19][CH2:20][C:21]2[CH:30]=[CH:29][C:28]3[C:23](=[CH:24][CH:25]=[CH:26][CH:27]=3)[CH:22]=2)[CH2:14][CH:13]1[CH2:31][CH2:32][CH2:33][NH:34][C:35]([NH2:44])=[NH:36])=[O:11])=[O:7])(=[O:3])[CH3:2]. Procedure details: A solution of 2-acetylamino-N-[2-[2-[3-(N′,N″-di-Boc-guanidino)propyl]-4-(2-naphthalen-2-ylethyl)-5-oxo-piperazin-1-yl]-1-(4-fluorobenzyl)-2-oxo-ethyl]-3-(4-hydroxyphenyl)-propionamide, 36, (35 mg, 38 mmol), trifluoroacetic acid (1 mL) and dichloromethane (2 mL) is stirred at room temperature for 5 hours. The solution is concentrated in vacuo and the crude product purified over silica gel (acetonitrile:TFA:water) to afford 24 mg (86% yield) of the final product which corresponds to analog 227, T... Yields the product CON=C(c1ccccc1COc1cc(C)ccc1C)c1nnnn1C. RXN SMILES: [C:1](=[O:2])([O-:3])[O-:4].[CH3:32][O:33][S:34]([O:35][CH3:36])(=[O:37])=[O:38].[CH3:39][N:40]([CH3:41])[CH:42]=[O:43].[CH3:7][O:8][N:9]=[C:10]([c:11]1[c:12]([CH2:17][O:18][c:19]2[c:20]([CH3:26])[cH:21][cH:22][c:23]([CH3:25])[cH:24]2)[cH:13][cH:14][cH:15][cH:16]1)[c:27]1[n:28][n:29][n:30][nH:31]1.[K+:5].[K+:6]>>[CH3:1][n:31]1[c:27]([C:10](=[N:9][O:8][CH3:7])[c:11]2[c:12]([CH2:17][O:18][c:19]3[c:20]([CH3:26])[cH:21][cH:22][c:23]([CH3:25])[cH:24]3)[cH:13][cH:14][cH:15][cH:16]2)[n:28][n:29][n:30]1. The reactants are O=C([O-])[O-], COS(=O)(=O)OC, CN(C)C=O, CON=C(c1nnn[nH]1)c1ccccc1COc1cc(C)ccc1C, [K+], [K+]. The reactants are BrC1=CC=C(C(=O)OCC)C=C1 (ethyl 4-bromobenzoate), C(C)(C)N1CCC(C2=CC(=C(C=C12)C)N)(C)C ((1-isopropyl-4,4,7-trimethyl-1,2,3,4-tetrahydroquinolin-6-yl)amine), C(C)(C)N1CCC(C2=CC(=C(C=C12)C)N)(C)C ((1-isopropyl-4,4,7-trimethyl-1,2,3,4-tetrahydroquinolin-6-yl)amine), C([O-])([O-])=O.[Cs+].[Cs+] (cesium carbonate). The reagents and catalysts are C=1C=CC(=CC1)/C=C/C(=O)/C=C/C2=CC=CC=C2.C=1C=CC(=CC1)/C=C/C(=O)/C=C/C2=CC=CC=C2.C=1C=CC(=CC1)/C=C/C(=O)/C=C/C2=CC=CC=C2.[Pd].[Pd] (tris(dibenzylideneacetone)dipalladium(0)), C=1C=CC(=CC1)P(C=2C=CC=CC2)C3=CC=C4C=CC=CC4=C3C5=C6C=CC=CC6=CC=C5P(C=7C=CC=CC7)C=8C=CC=CC8 (BINAP). Solvent: C1(=CC=CC=C1)C (toluene), O (water). Reaction conditions: temperature 100 celsius. Yields the product C(C)(C)N1CCC(C2=CC(=C(C=C12)C)NC1=C(C(=O)OCC)C=CC=C1)(C)C (Ethyl [(1-isopropyl-4,4,7-trimethyl-1,2,3,4-tetrahydroquinolin-6-yl)amino)benzoate). Yield: 55.2%. Reaction SMILES: Br[C:2]1[CH:12]=[CH:11][C:5]([C:6]([O:8][CH2:9][CH3:10])=[O:7])=[CH:4][CH:3]=1.[CH:13]([N:16]1[C:25]2[C:20](=[CH:21][C:22]([NH2:27])=[C:23]([CH3:26])[CH:24]=2)[C:19]([CH3:29])([CH3:28])[CH2:18][CH2:17]1)([CH3:15])[CH3:14].C(=O)([O-])[O-].[Cs+].[Cs+]>C1(C)C=CC=CC=1.O.C1C=CC(/C=C/C(/C=C/C2C=CC=CC=2)=O)=CC=1.C1C=CC(/C=C/C(/C=C/C2C=CC=CC=2)=O)=CC=1.C1C=CC(/C=C/C(/C=C/C2C=CC=CC=2)=O)=CC=1.[Pd].[Pd].C1C=CC(P(C2C(C3C(P(C4C=CC=CC=4)C4C=CC=CC=4)=CC=C4C=3C=CC=C4)=C3C(C=CC=C3)=CC=2)C2C=CC=CC=2)=CC=1>[CH:13]([N:16]1[C:25]2[C:20](=[CH:21][C:22]([NH:27][C:11]3[CH:12]=[CH:2][CH:3]=[CH:4][C:5]=3[C:6]([O:8][CH2:9][CH3:10])=[O:7])=[C:23]([CH3:26])[CH:24]=2)[C:19]([CH3:29])([CH3:28])[CH2:18][CH2:17]1)([CH3:15])[CH3:14] |f:2.3.4,7.8.9.10.11|. Procedure: To a solution of ethyl 4-bromobenzoate (0.98 g, 4.3 mmol) and (1-isopropyl-4,4,7-trimethyl-1,2,3,4-tetrahydroquinolin-6-yl)amine (Compound 19, 0.69 g, 3.0 mmol) in 15.0 mL of toluene stirring under argon was added cesium carbonate (1.84 g, 5.6 mmol), tris(dibenzylideneacetone)dipalladium(0) (35 mg, 0.04 mmol) and BINAP (68 mg, 0.11 mmol) consecutively. The reaction mixture was then heated at 100° C. for 48 hours. The reaction mixture was then cooled to room temperature, diluted with water and ex... Starting materials: CO, Cl, NC(Cc1ccc([N+](=O)[O-])cc1)C(=O)O. Product: Cl, COC(=O)C(N)Cc1ccc([N+](=O)[O-])cc1. RXN SMILES: [CH3:17][OH:18].[ClH:16].[NH2:1][CH:2]([CH2:3][c:4]1[cH:5][cH:6][c:7]([N+:10]([O-:11])=[O:12])[cH:8][cH:9]1)[C:13]([OH:14])=[O:15]>>[ClH:16].[NH2:1][CH:2]([CH2:3][c:4]1[cH:5][cH:6][c:7]([N+:10]([O-:11])=[O:12])[cH:8][cH:9]1)[C:13](=[O:14])[O:15][CH3:17].